From a dataset of the Open Reaction Database (ORD), a public repository of structured organic reaction records. describe an organic reaction: reactants, conditions, products, and yield Solvent: CN(C)C=O (DMF). Product: N([C@@H]([C@@H](C)CC)C(=O)N1[C@@H](C(=O)OCC2=CC=CC=C2)CCC1)C(=O)OC(C)(C)C (Boc-L-Ile-D-Pro-OBzl). As a reaction SMILES: [NH:1]([C:10]([O:12][C:13]([CH3:16])([CH3:15])[CH3:14])=[O:11])[C@H:2]([C:7]([OH:9])=O)[C@H:3]([CH2:5][CH3:6])[CH3:4].[NH:17]1[CH2:31][CH2:30][CH2:29][C@@H:18]1[C:19]([O:21][CH2:22][C:23]1[CH:28]=[CH:27][CH:26]=[CH:25][CH:24]=1)=[O:20].Cl.C1C=CC2N(O)N=NC=2C=1.O.C1CCC(N=C=NC2CCCCC2)CC1>CN(C=O)C>[NH:1]([C:10]([O:12][C:13]([CH3:16])([CH3:15])[CH3:14])=[O:11])[C@H:2]([C:7]([N:17]1[CH2:31][CH2:30][CH2:29][C@@H:18]1[C:19]([O:21][CH2:22][C:23]1[CH:24]=[CH:25][CH:26]=[CH:27][CH:28]=1)=[O:20])=[O:9])[C@H:3]([CH2:5][CH3:6])[CH3:4] |f:1.2,3.4|. The reactants are N([C@@H]([C@@H](C)CC)C(=O)O)C(=O)OC(C)(C)C (Boc-L-Ile-OH), N1[C@@H](C(=O)OCC2=CC=CC=C2)CCC1.Cl (H-D-Pro-OBzl HCl), C=1C=CC2=C(C1)N=NN2O.O (HOBt H2O), TEA, C1CCC(CC1)N=C=NC2CCCCC2 (DCC). Reaction conditions: time 8 hour. Yield: 89.5%. Procedure: Boc-L-Ile-OH 1/2 H2O (1.13 g, 4.7 mmol), H-D-Pro-OBzl HCl (1.14 g, 4.7 mmol) and HOBt H2O (72 mg, 0.47 mmol) were dissolved in DMF (10 ml), and TEA (0.66 ml, 4.7 mmol) and DCC (1.16 g, 5.64 mmol) were added under ice cooling, followed by stirring overnight at room temperature. After filtering and concentrating, the reaction mixture was redissolved in ethyl acetate and washed sequentially with 10% citric acid, 4% NaHCO3 and aqueous saturated sodium chloride. After drying over anhydrous MgSO4 and ... The reactants are O=C([O-])[O-], Cc1ccccc1, O=[N+]([O-])c1cccnc1Cl, [K+], [K+], CC(=O)Nc1cccc(N)c1. Yields the product CC(=O)Nc1cccc(Nc2ncccc2[N+](=O)[O-])c1. As a reaction SMILES: [C:22](=[O:23])([O-:24])[O-:25].[CH3:28][c:29]1[cH:30][cH:31][cH:32][cH:33][cH:34]1.[Cl:1][c:2]1[n:3][cH:4][cH:5][cH:6][c:7]1[N+:8](=[O:9])[O-:10].[K+:26].[K+:27].[NH2:11][c:12]1[cH:13][c:14]([NH:15][C:16]([CH3:17])=[O:18])[cH:19][cH:20][cH:21]1>>[c:2]1([NH:11][c:12]2[cH:13][c:14]([NH:15][C:16]([CH3:17])=[O:18])[cH:19][cH:20][cH:21]2)[n:3][cH:4][cH:5][cH:6][c:7]1[N+:8](=[O:9])[O-:10]. The reactants are CI, CN(C)C=O, CCOC(C)=O, [H-], [Na+], N#Cc1ccccc1-c1ccc(Cn2c(=O)n(CCc3ccccc3)c(=O)c3cc(CO)sc32)cc1. The product is COCc1cc2c(=O)n(CCc3ccccc3)c(=O)n(Cc3ccc(-c4ccccc4C#N)cc3)c2s1. As a reaction SMILES: [CH3:37][I:38].[CH3:39][N:40]([CH3:41])[CH:42]=[O:43].[CH3:46][CH2:47][O:48][C:49](=[O:50])[CH3:51].[H-:44].[Na+:45].[OH:1][CH2:2][c:3]1[cH:4][c:5]2[c:6]([n:7]([CH2:21][c:22]3[cH:23][cH:24][c:25](-[c:28]4[c:29]([C:34]#[N:35])[cH:30][cH:31][cH:32][cH:33]4)[cH:26][cH:27]3)[c:8](=[O:20])[n:9]([CH2:12][CH2:13][c:14]3[cH:15][cH:16][cH:17][cH:18][cH:19]3)[c:10]2=[O:11])[s:36]1>>[O:1]([CH2:2][c:3]1[cH:4][c:5]2[c:6]([n:7]([CH2:21][c:22]3[cH:23][cH:24][c:25](-[c:28]4[c:29]([C:34]#[N:35])[cH:30][cH:31][cH:32][cH:33]4)[cH:26][cH:27]3)[c:8](=[O:20])[n:9]([CH2:12][CH2:13][c:14]3[cH:15][cH:16][cH:17][cH:18][cH:19]3)[c:10]2=[O:11])[s:36]1)[CH3:39]. The reactants are F[B-](F)(F)F, O=C([O-])O, C1COC1, CC#N, [Li+], Nc1ccc(F)cc1, [Na+]. Yields the product OCCCNc1ccc(F)cc1. RXN SMILES: [B-:9]([F:10])([F:11])([F:12])[F:13].[C:19](=[O:20])([OH:21])[O-:22].[CH2:15]1[CH2:16][O:17][CH2:18]1.[CH3:24][C:25]#[N:26].[Li+:14].[NH2:1][c:2]1[cH:3][cH:4][c:5]([F:6])[cH:7][cH:8]1.[Na+:23]>>[NH:1]([c:2]1[cH:3][cH:4][c:5]([F:6])[cH:7][cH:8]1)[CH2:18][CH2:15][CH2:16][OH:17]. The reactants are C(C1=CC=CC=C1)OC=1C=CC=2C3=C(C=NC2C1)N=C(N3CCC)CCOC (7-benzyloxy-2-(2-methoxyethyl)-1-propyl-1H-imidazo[4,5-c]quinoline), C(CCC)(OC)(OC)OC (trimethyl orthobutyrate), COCCC(=O)Cl (methoxypropionyl chloride), CS(=O)(=O)C1=CC=C(C=C1)F (4-fluorophenyl methyl sulfone), FC1=CC=CC=C1 (fluorobenzene), C(CC)N (Propylamine), C(C(C)C)N (isobutylamine), 7-Benzyloxy-2-(2-methoxyethyl)-1H-propyl-1H-imidazo[4,5-c]quinoline. Yields the product CS(=O)(=O)C1=CC=C(OC=2C=CC=3C4=C(C(=NC3C2)N)N=C(N4CCC)CCOC)C=C1 (7-(4-methanesulfonylphenoxy)-2-(2-methoxyethyl)-1-propyl-1H-imidazo[4,5-c]quinolin-4-amine). RXN SMILES: C([O:8][C:9]1[CH:10]=[CH:11][C:12]2[C:13]3[N:21]([CH2:22][CH2:23][CH3:24])[C:20]([CH2:25][CH2:26][O:27][CH3:28])=[N:19][C:14]=3[CH:15]=[N:16][C:17]=2[CH:18]=1)C1C=CC=CC=1.[CH2:29](N)[CH2:30][CH3:31].C([NH2:37])C(C)C.CO[CH2:40][CH2:41][C:42](Cl)=O.C(OC)(OC)(OC)CCC.FC1C=CC=CC=1.[CH3:62][S:63](C1C=CC(F)=CC=1)(=[O:65])=[O:64]>>[CH3:62][S:63]([C:30]1[CH:31]=[CH:42][C:41]([O:8][C:9]2[CH:10]=[CH:11][C:12]3[C:13]4[N:21]([CH2:22][CH2:23][CH3:24])[C:20]([CH2:25][CH2:26][O:27][CH3:28])=[N:19][C:14]=4[C:15]([NH2:37])=[N:16][C:17]=3[CH:18]=2)=[CH:40][CH:29]=1)(=[O:65])=[O:64]. Procedure details: The general methods described in Parts A-G of Example 1 were used to prepare 7-benzyloxy-2-(2-methoxyethyl)-1-propyl-1H-imidazo[4,5-c]quinoline. Propylamine was used in lieu of isobutylamine in Part E, and methoxypropionyl chloride was used in lieu of trimethyl orthobutyrate in Part G. 7-Benzyloxy-2-(2-methoxyethyl)-1H-propyl-1H-imidazo[4,5-c]quinoline was treated according to the general methods described in Parts A-D of Examples 35-40. In Part B, the fluorobenzene used was 4-fluorophenyl methy... Starting materials: BrCC1=NC(=C(N=C1C)C)C (2-bromomethyl-3,5,6-trimethylpyrazine), C(C)OC(\C=C\C1=CC(OC)=C(O)C=C1)=O (ferulic acid ethyl ester), C([O-])([O-])=O.[K+].[K+] (potassium carbonate), CN(C)C=O (DMF), V(cyclohexane), V(ethyl acetate). Run in O (water). Run at temperature 85 celsius. Product: C(C)OC(\C=C\C1=CC(=C(C=C1)OCC1=NC(=C(N=C1C)C)C)OC)=O ((E)-3-(4-((3,5,6-Trimethylpyrazin-2-yl)methoxy)-3-methoxyphenyl)acrylic acid ethyl ester). Isolated yield 69.7%. RXN SMILES: Br[CH2:2][C:3]1[C:8]([CH3:9])=[N:7][C:6]([CH3:10])=[C:5]([CH3:11])[N:4]=1.[CH2:12]([O:14][C:15](=[O:27])/[CH:16]=[CH:17]/[C:18]1[CH:26]=[CH:25][C:23]([OH:24])=[C:20]([O:21][CH3:22])[CH:19]=1)[CH3:13].C(=O)([O-])[O-].[K+].[K+].CN(C=O)C>O>[CH2:12]([O:14][C:15](=[O:27])/[CH:16]=[CH:17]/[C:18]1[CH:26]=[CH:25][C:23]([O:24][CH2:2][C:3]2[C:8]([CH3:9])=[N:7][C:6]([CH3:10])=[C:5]([CH3:11])[N:4]=2)=[C:20]([O:21][CH3:22])[CH:19]=1)[CH3:13] |f:2.3.4|. Reported procedure: Adding 2-bromomethyl-3,5,6-trimethylpyrazine (0.5 g, 3.02 mmol), ferulic acid ethyl ester (0.97 g, 4.37 mmol), anhydrous potassium carbonate (1.0 g, 7.25 mmol), and DMF (40 mL) into a 100 mL three-necked bottle in turn, heating to 85° C. with oil bath, stirring to react for 8 hours, TLC [V(cyclohexane):V(ethyl acetate)=3:1 as developing agent] detecting shows that reaction is complete, (Rf of raw material=0.6, Rf of product=0.5), filtering to obtain filtrate, adding 30 mL water, extracting with ... Starting materials: CN(C)C=O, ClCc1coc(-c2cccs2)n1, [H-], [Na+], O, Oc1ccc(CCCn2ccnc2)cc1. Product: c1csc(-c2nc(COc3ccc(CCCn4ccnc4)cc3)co2)c1. RXN SMILES: [CH:31]([N:32]([CH3:33])[CH3:34])=[O:35].[Cl:18][CH2:19][c:20]1[n:21][c:22](-[c:25]2[s:26][cH:27][cH:28][cH:29]2)[o:23][cH:24]1.[H-:1].[Na+:2].[OH2:30].[OH:3][c:4]1[cH:5][cH:6][c:7]([CH2:10][CH2:11][CH2:12][n:13]2[cH:14][n:15][cH:16][cH:17]2)[cH:8][cH:9]1>>[O:3]([c:4]1[cH:5][cH:6][c:7]([CH2:10][CH2:11][CH2:12][n:13]2[cH:14][n:15][cH:16][cH:17]2)[cH:8][cH:9]1)[CH2:19][c:20]1[n:21][c:22](-[c:25]2[s:26][cH:27][cH:28][cH:29]2)[o:23][cH:24]1.